Dataset: the Open Reaction Database (ORD), a public repository of structured organic reaction records. Task: describe an organic reaction: reactants, conditions, products, and yield The reactants are [Cl-].[NH4+] (ammonium chloride), C(C)(=O)C=1C=CC(=NC1)Br (5-acetyl-2-bromopyridine), C([O-])([O-])=O.[K+].[K+] (potassium carbonate), N1N=NC=C1 (1H-1,2,3-triazole). Run in CN(C=O)C (dimethylformamide), O (water). Conditions: temperature 100 celsius. Yields the product C(C)(=O)C=1C=CC(=NC1)N1N=NC=C1 (5-acetyl-2-(1H-1,2,3-triazole-1-yl)pyridine). Isolated yield 30.4%. As a reaction SMILES: [NH:1]1[CH:5]=[CH:4][N:3]=[N:2]1.[C:6]([C:9]1[CH:10]=[CH:11][C:12](Br)=[N:13][CH:14]=1)(=[O:8])[CH3:7].C(=O)([O-])[O-].[K+].[K+].[Cl-].[NH4+]>CN(C)C=O.O>[C:6]([C:9]1[CH:10]=[CH:11][C:12]([N:1]2[CH:5]=[CH:4][N:3]=[N:2]2)=[N:13][CH:14]=1)(=[O:8])[CH3:7] |f:2.3.4,5.6|. Procedure details: 207 mg (corresponding to 3.00 mmol) of 1H-1,2,3-triazole was dissolved in 5 mL of dimethylformamide. Then, 200 mg (corresponding to 1.00 mmol) of 5-acetyl-2-bromopyridine and 414 mg (corresponding to 3.00 mmol) of potassium carbonate were added thereto. The resulting solution was heated at 100° C. for 3 hours. After the completion of the reaction, the reaction solution was cooled down to room temperature, supplemented with a saturated ammonium chloride aqueous solution and water, and extracted 3...